Dataset: the Open Reaction Database (ORD), a public repository of structured organic reaction records. Task: describe an organic reaction: reactants, conditions, products, and yield The reactants are resultant solution, O=P12OP3(=O)OP(=O)(O1)OP(=O)(O2)O3 (phosphorus pentoxide), [OH-].[NH4+] (ammonium hydroxide), [N+](=O)([O-])C1=CC=C(C=O)C=C1 (p-nitro benzaldehyde), C(C)OC(CN)OCC (2,2-diethoxy-ethylamine). Solvent: S(O)(O)(=O)=O (sulphuric acid), S(O)(O)(=O)=O (sulphuric acid). Reaction conditions: temperature 100 celsius. The product is [N+](=O)([O-])C1=CC=C(C=C1)C=1OC=CN1 (2-(4-nitro-phenyl)-oxazole). Yield: 26.6%. Reaction SMILES: [N+:1]([C:4]1[CH:11]=[CH:10][C:7]([CH:8]=[O:9])=[CH:6][CH:5]=1)([O-:3])=[O:2].C(O[CH:15](OCC)[CH2:16][NH2:17])C.O=P12OP3(OP(OP(O3)(O1)=O)(=O)O2)=O.[OH-].[NH4+]>S(=O)(=O)(O)O>[N+:1]([C:4]1[CH:5]=[CH:6][C:7]([C:8]2[O:9][CH:15]=[CH:16][N:17]=2)=[CH:10][CH:11]=1)([O-:3])=[O:2] |f:3.4|. Procedure: A mixture of p-nitro benzaldehyde (3 g, 19.8 mmol) and 2,2-diethoxy-ethylamine (2.64 g, 19.8 mmol) was heated at 100° C. for 2 hrs. The reaction mixture was cooled to room temperature and sulphuric acid (20 ml) was added. The resultant solution was added slowly to a mixture of phosphorus pentoxide (10 g) and sulphuric acid (3 ml) at 180° C. and the temperature was maintained for 30 min. The reaction mixture was cooled to room temperature and basified with saturated ammonium hydroxide solution. T... Starting materials: Cl.CC1=CC(=C2NC=C(CCN)C2=C1)Br (5-methyl-7-bromotryptamine hydrochloride), Cl.C1(CCCCC1)C1=CC=C(C=C1)NN (4-cyclohexylphenylhydrazine hydrochloride). Yields the product Cl.C1(CCCCC1)C1=CC=C2NC=C(CCN)C2=C1 (5-Cyclohexyltryptamine hydrochloride). Reaction SMILES: [ClH:1].[CH3:2][C:3]1[CH:14]=[C:13]2[C:6]([NH:7][CH:8]=[C:9]2[CH2:10][CH2:11][NH2:12])=[C:5](Br)[CH:4]=1.Cl.[CH:17]1(C2C=CC(NN)=CC=2)[CH2:22][CH2:21]C[CH2:19][CH2:18]1>>[ClH:1].[CH:2]1([C:3]2[CH:14]=[C:13]3[C:6]([NH:7][CH:8]=[C:9]3[CH2:10][CH2:11][NH2:12])=[CH:5][CH:4]=2)[CH2:21][CH2:22][CH2:17][CH2:18][CH2:19]1 |f:0.1,2.3,4.5|. Procedure details: 5-Cyclohexyltryptamine hydrochloride was prepared (1.29 g) as described for 5-methyl-7-bromotryptamine hydrochloride in Example 4, except using 4-cyclohexylphenylhydrazine hydrochloride as starting material. ##STR45## Procedure details: To a solution of 3-((R)-3-((S)-1-(4′-fluorobiphenyl-4-yl)ethyl)-2-oxo-6-phenyl-1,3-oxazinan-6-yl)propanamide (110 mg, 0.25 mmol) and DIEA (170 mg, 1.05 mmol) in anhydrous CH2Cl2 (5 mL) was added TFAA (158 mg, 0.75 mmol) at 0° C. The mixture was stirred for 2 h. The solvent was removed under reduced pressure, and the residue was purified by preparative HPLC to afford 3-((R)-3-((S)-1-(4′-fluorobiphenyl-4-yl)ethyl)-2-oxo-6-phenyl-1,3-oxazinan-6-yl)propanenitrile (8 mg, yield 10%). LC-MS Method 3 tR... Solvent: C(Cl)Cl (CH2Cl2). RXN SMILES: [F:1][C:2]1[CH:7]=[CH:6][C:5]([C:8]2[CH:13]=[CH:12][C:11]([C@@H:14]([N:16]3[CH2:21][CH2:20][C@:19]([CH2:28][CH2:29][C:30]([NH2:32])=O)([C:22]4[CH:27]=[CH:26][CH:25]=[CH:24][CH:23]=4)[O:18][C:17]3=[O:33])[CH3:15])=[CH:10][CH:9]=2)=[CH:4][CH:3]=1.CCN(C(C)C)C(C)C.C(OC(C(F)(F)F)=O)(C(F)(F)F)=O>C(Cl)Cl>[F:1][C:2]1[CH:7]=[CH:6][C:5]([C:8]2[CH:9]=[CH:10][C:11]([C@@H:14]([N:16]3[CH2:21][CH2:20][C@:19]([CH2:28][CH2:29][C:30]#[N:32])([C:22]4[CH:23]=[CH:24][CH:25]=[CH:26][CH:27]=4)[O:18][C:17]3=[O:33])[CH3:15])=[CH:12][CH:13]=2)=[CH:4][CH:3]=1. Run at time 2 hour. Yield: 7.5%. Starting materials: FC1=CC=C(C=C1)C1=CC=C(C=C1)[C@H](C)N1C(O[C@](CC1)(C1=CC=CC=C1)CCC(=O)N)=O (3-((R)-3-((S)-1-(4′-fluorobiphenyl-4-yl)ethyl)-2-oxo-6-phenyl-1,3-oxazinan-6-yl)propanamide), CCN(C(C)C)C(C)C (DIEA), C(=O)(C(F)(F)F)OC(=O)C(F)(F)F (TFAA). Yields the product FC1=CC=C(C=C1)C1=CC=C(C=C1)[C@H](C)N1C(O[C@](CC1)(C1=CC=CC=C1)CCC#N)=O (3-((R)-3-((S)-1-(4′-fluorobiphenyl-4-yl)ethyl)-2-oxo-6-phenyl-1,3-oxazinan-6-yl)propanenitrile). Starting materials: ClC(=CC)CC(C)(C)C (2-chloro-methyl-4,4-dimethyl-pent-1-ene), pure product, C#CCO (prop-1-yn-3-ol), Cl.NO (hydroxylamine hydrochloride), Cu2Cl2, [OH-].[K+] (KOH), C(C)O (ethanol), petrol ether. Run at time 10 minute. The product is CC(CC(CC#CCO)=C)(C)C (5-(2,2-dimethyl-propyl)-5-hexen-2-yn-1-ol). The yield is 45.0%. As a reaction SMILES: [CH:1]#[C:2][CH2:3][OH:4].Cl.NO.[OH-].[K+].Cl[C:11]([CH2:14][C:15]([CH3:18])([CH3:17])[CH3:16])=[CH:12]C.[CH2:19](O)C>>[CH3:18][C:15]([CH3:16])([CH3:17])[CH2:14][C:11](=[CH2:12])[CH2:19][C:1]#[C:2][CH2:3][OH:4] |f:1.2,3.4|. Procedure details: 11.2 g (0.2M) of prop-1-yn-3-ol, 1.0 g of hydroxylamine hydrochloride and 1.4 g of Cu2Cl2 have been added to a solution of 14.6 g of KOH (0.26M) in 80 ml of ethanol. The resulting mixture has been stirred vigorously for 10 minutes, then 87.9 g of 2-chloro-methyl-4,4-dimethyl-pent-1-ene of technical grade (0.4M of pure product) were added thereto. The addition was exothermic and the mixture was kept at 25°-32° during the whole operation (45 min), while the stirring was maintained overnight. The r... Reaction SMILES: [Br:25][N:26]1[C:27](=[O:28])[CH2:29][CH2:30][C:31]1=[O:32].[C:33]([O:34][O:35][C:36](=[O:37])[c:38]1[cH:39][cH:40][cH:41][cH:42][cH:43]1)(=[O:44])[c:45]1[cH:46][cH:47][cH:48][cH:49][cH:50]1.[CH3:1][c:2]1[cH:3][cH:4][c:5](-[c:8]2[n:9][c:10]3[cH:11][cH:12][cH:13][cH:14][c:15]3[c:16](=[O:24])[n:17]2-[c:18]2[cH:19][cH:20][cH:21][cH:22][cH:23]2)[cH:6][cH:7]1.[OH2:51].[cH:52]1[cH:53][cH:54][cH:55][cH:56][cH:57]1>>[CH2:1]([c:2]1[cH:3][cH:4][c:5](-[c:8]2[n:9][c:10]3[cH:11][cH:12][cH:13][cH:14][c:15]3[c:16](=[O:24])[n:17]2-[c:18]2[cH:19][cH:20][cH:21][cH:22][cH:23]2)[cH:6][cH:7]1)[Br:25]. The reactants are O=C1CCC(=O)N1Br, O=C(OOC(=O)c1ccccc1)c1ccccc1, Cc1ccc(-c2nc3ccccc3c(=O)n2-c2ccccc2)cc1, O, c1ccccc1. Product: O=c1c2ccccc2nc(-c2ccc(CBr)cc2)n1-c1ccccc1. The reactants are CC(=O)[O-], CC(=O)[O-], CC(=O)[O-], CC(=O)[O-], ClCCCl, CCOC(=O)C(=[N+]=[N-])C(C)=O, NC(=O)c1ccccc1, [Rh+3], [Rh+3]. Product: CCOC(=O)C(NC(=O)c1ccccc1)C(C)=O. Reaction SMILES: [C:25]([O-:26])(=[O:27])[CH3:28].[C:29]([O-:30])(=[O:31])[CH3:32].[C:33]([O-:34])(=[O:35])[CH3:36].[C:37]([O-:38])(=[O:39])[CH3:40].[Cl:21][CH2:22][CH2:23][Cl:24].[N+:1](=[N-:2])=[C:3]([C:4](=[O:5])[O:6][CH2:7][CH3:8])[C:9]([CH3:10])=[O:11].[NH2:12][C:13](=[O:14])[c:15]1[cH:16][cH:17][cH:18][cH:19][cH:20]1.[Rh+3:41].[Rh+3:42]>>[NH:1]([CH:3]([C:4](=[O:5])[O:6][CH2:7][CH3:8])[C:9]([CH3:10])=[O:11])[C:13](=[O:14])[c:15]1[cH:16][cH:17][cH:18][cH:19][cH:20]1. The product is BrCCCOC1=CC=C(C=C1)N (4-(3-Bromopropoxy)benzenamine). Procedure details: A mixture of the product of part (i) above (13 g) and 5N hydrochloric acid (200 ml) was heated under reflux for 2 h. After cooling, the mixture was basified with sodium hydroxide solution and extracted with dichloromethane. The organic phase was evaporated to give the title compound (7 g) as an oil. IR includes a peak at 3360-3450 cm-1 (NH). Reaction SMILES: [Br:1][CH2:2][CH2:3][CH2:4][O:5][C:6]1[CH:11]=[CH:10][C:9]([NH:12]C(=O)C)=[CH:8][CH:7]=1.[OH-].[Na+]>Cl>[Br:1][CH2:2][CH2:3][CH2:4][O:5][C:6]1[CH:11]=[CH:10][C:9]([NH2:12])=[CH:8][CH:7]=1 |f:1.2|. The solvent is Cl (hydrochloric acid). Reactants: BrCCCOC1=CC=C(C=C1)NC(C)=O (N-[4-(3-Bromopropoxy)phenyl]acetamide), [OH-].[Na+] (sodium hydroxide).